The task is: describe an organic reaction: reactants, conditions, products, and yield. This data is from the Open Reaction Database (ORD), a public repository of structured organic reaction records. Reactants: Intermediate 26B, [O-]C1=CC=C2C=CC(=CC2=C1)S(=O)(=O)[O-].[Na+].[Na+] (sodium 7-oxidonaphthalene-2-sulfonate), ClCCN1CCOCC1 (4-(2-chloroethyl)morpholine). Yields the product O1CCN(CC1)CCOC1=CC=C2C=CC(=CC2=C1)S(=O)(=O)O (7-(2-Morpholinoethoxy)naphthalene-2-sulfonic acid). Yield: 44.7%. As a reaction SMILES: [O-:1][C:2]1[CH:11]=[C:10]2[C:5]([CH:6]=[CH:7][C:8]([S:12]([O-:15])(=[O:14])=[O:13])=[CH:9]2)=[CH:4][CH:3]=1.[Na+].[Na+].Cl[CH2:19][CH2:20][N:21]1[CH2:26][CH2:25][O:24][CH2:23][CH2:22]1>>[O:24]1[CH2:25][CH2:26][N:21]([CH2:20][CH2:19][O:1][C:2]2[CH:11]=[C:10]3[C:5]([CH:6]=[CH:7][C:8]([S:12]([OH:15])(=[O:13])=[O:14])=[CH:9]3)=[CH:4][CH:3]=2)[CH2:22][CH2:23]1 |f:0.1.2|. Reported procedure: Following a procedure analogous to that for the synthesis of Intermediate 26B, sodium 7-oxidonaphthalene-2-sulfonate (Pfaltz and Bauer, 200 mg, 0.75 mmol) and 4-(2-chloroethyl)morpholine (223 g, 1.49 mmol) were converted to the title compound (113 mg, 45%). 1H NMR (DMSO-d6) δ 9.90 (br s, 1H), 8.10 (s, 1H), 7.86 (d, J=8.8 Hz, 1H), 7.80 (d, J=8.4 Hz, 1H), 7.58 (dd, J=8.1, 1.3 Hz, 1H), 7.49 (d, J=1.8 Hz, 1H), 7.24 (dd, J=8.7, 2.3 Hz, 1H), 4.48 (br s, 2H), 3.99 (br s, 2H), 3.65 (br s, 4H), 3.26 (br ...